Dataset: the Open Reaction Database (ORD), a public repository of structured organic reaction records. Task: describe an organic reaction: reactants, conditions, products, and yield Starting materials: OC1=CC(NC=C1)=O (4-hydroxy-2-pyridone), C(CC)(=O)Cl (propanoyl chloride). Product: C(CC)(=O)OC1=CC(NC=C1)=O (4-propanoyloxy-2-pyridone). Yield: 23.0%. Reaction SMILES: [OH:1][C:2]1[CH:7]=[CH:6][NH:5][C:4](=[O:8])[CH:3]=1.[C:9](Cl)(=[O:12])[CH2:10][CH3:11]>>[C:9]([O:1][C:2]1[CH:7]=[CH:6][NH:5][C:4](=[O:8])[CH:3]=1)(=[O:12])[CH2:10][CH3:11]. Procedure: Using 1.00 g of 4-hydroxy-2-pyridone and 0.94 ml of propanoyl chloride and following the general procedure of Example 12, 350 mg of the title compound was obtained in a yield of 23%. Reactants: CN1C(=O)C(N=C=S)N=C(c2cccnc2)c2cc(Cl)ccc21, Nc1ccc(N2CCOCC2)c2ccccc12. The product is CN1C(=O)C(NC(=S)Nc2ccc(N3CCOCC3)c3ccccc23)N=C(c2cccnc2)c2cc(Cl)ccc21. Reaction SMILES: [Cl:1][c:2]1[cH:3][cH:4][c:5]2[c:6]([cH:23]1)[C:7]([c:17]1[cH:18][n:19][cH:20][cH:21][cH:22]1)=[N:8][CH:9]([N:14]=[C:15]=[S:16])[C:10](=[O:13])[N:11]2[CH3:12].[O:24]1[CH2:25][CH2:26][N:27]([c:30]2[cH:31][cH:32][c:33]([NH2:40])[c:34]3[cH:35][cH:36][cH:37][cH:38][c:39]23)[CH2:28][CH2:29]1>>[Cl:1][c:2]1[cH:3][cH:4][c:5]2[c:6]([cH:23]1)[C:7]([c:17]1[cH:18][n:19][cH:20][cH:21][cH:22]1)=[N:8][CH:9]([NH:14][C:15](=[S:16])[NH:40][c:33]1[cH:32][cH:31][c:30]([N:27]3[CH2:26][CH2:25][O:24][CH2:29][CH2:28]3)[c:39]3[c:34]1[cH:35][cH:36][cH:37][cH:38]3)[C:10](=[O:13])[N:11]2[CH3:12]. Starting materials: CS(C)=O, CCN(C(C)C)C(C)C, ClCCl, Cc1ncc(CO)cc1Cl, c1ccncc1. The product is Cc1ncc(C=O)cc1Cl. Reaction SMILES: [CH3:26][S:27]([CH3:28])=[O:29].[CH:17]([N:18]([CH2:19][CH3:20])[CH:21]([CH3:22])[CH3:23])([CH3:24])[CH3:25].[Cl:30][CH2:31][Cl:32].[Cl:7][c:8]1[cH:9][c:10]([CH2:15][OH:16])[cH:11][n:12][c:13]1[CH3:14].[cH:1]1[cH:2][cH:3][n:4][cH:5][cH:6]1>>[Cl:7][c:8]1[cH:9][c:10]([CH:15]=[O:16])[cH:11][n:12][c:13]1[CH3:14]. Starting materials: C([O-])([O-])=O.[Na+].[Na+] (sodium carbonate), [N+](=O)([O-])C=1C=CC2=C(C(C2)=O)C1 (5-nitrobenzocyclobutenone), Cl (hydrochloric acid). The reagents and catalysts are [Fe] (iron). The solvent is C(C)O (ethanol), C(C)O (ethanol). Product: NC=1C=CC2=C(C(C2)=O)C1 (5-Aminobenzocyclobutenone). Reaction SMILES: [N+:1]([C:4]1[CH:5]=[CH:6][C:7]2[CH2:10][C:9](=[O:11])[C:8]=2[CH:12]=1)([O-])=O.Cl.C(=O)([O-])[O-].[Na+].[Na+]>C(O)C.[Fe]>[NH2:1][C:4]1[CH:5]=[CH:6][C:7]2[CH2:10][C:9](=[O:11])[C:8]=2[CH:12]=1 |f:2.3.4|. Reported procedure: In a 100 mL two-neck round-bottomed flask fitted with a reflux condenser, were placed 5-nitrobenzocyclobutenone (2.50 g, 15.34 mmol), iron powder (2.50 g) and aqueous ethanol (50%, 25 mL). The mixture was heated to gentle boiling. With a good stirring, concentrated hydrochloric acid (36%, 0.15 mL) in aqueous ethanol (50%, 5 mL) was added slowly. Stirring and reflux stopped until TLC showed no more starting compound. It usually took 5-60 min. After cooling to room temperature, the reaction soluti... Reactants: BrC(C(=O)C1=CC=CC=C1)CC (2-bromo-1-phenylbutan-1-one), [S-]C#N.[K+] (potassium thiocyanate), C(C)O (ethanol), O (water). Yields the product C(C)C(C(=C)C1=CC=CC=C1)SC#N (1-Ethyl-2-phenylprop-2-en-1-yl thiocyanate). Yield: 92.0%. Reaction SMILES: Br[CH:2]([CH2:11][CH3:12])[C:3]([C:5]1[CH:10]=[CH:9][CH:8]=[CH:7][CH:6]=1)=O.[S-:13][C:14]#[N:15].[K+].O.[CH2:18](O)C>>[CH2:11]([CH:2]([S:13][C:14]#[N:15])[C:3]([C:5]1[CH:10]=[CH:9][CH:8]=[CH:7][CH:6]=1)=[CH2:18])[CH3:12] |f:1.2|. Procedure details: A solution of 2-bromo-1-phenylbutan-1-one (5.00 g, 22.0 mmol) and potassium thiocyanate (2.14 g, 22.0 mmol) in ethanol (50 ml) was stirred at 80° C. for 2 hours. After cooling to room temperature, water (50 ml) was poured into the reaction solution, and the mixture was extracted with chloroform. The extract was washed with water and dried over anhydrous magnesium sulfate, and the solvent was distilled off under reduced pressure to give the desired product (4.16 g, 92.0%) as a solid. The reactants are CCOCC (ether), N#N.COC=1C=C2C=CC(=CC2=CC1OC)S(=O)(=O)N[C@@H](CCCNC(N)=N)C(=O)O (N2 (6,7-dimethoxy-2-naphthalenesulfonyl)-L-arginine), ice water, P(Cl)(Cl)(Cl)(Cl)Cl (phosphorus pentachloride). Solvent: O1CCCC1 (tetrahydrofuran). Conditions: time 1 hour. The product is N#N.Cl.Cl.COC=1C=C2C=CC(=CC2=CC1OC)S(=O)(=O)N[C@@H](CCCNC(N)=N)C(=O)Cl (N2 (6,7-dimethoxy-2-naphthalenesulfonyl)-L-arginyl chloride dihydrochloride). As a reaction SMILES: [N:1]#[N:2].[CH3:3][O:4][C:5]1[CH:6]=[C:7]2[C:12](=[CH:13][C:14]=1[O:15][CH3:16])[CH:11]=[C:10]([S:17]([NH:20][C@H:21]([C:29]([OH:31])=O)[CH2:22][CH2:23][CH2:24][NH:25][C:26](=[NH:28])[NH2:27])(=[O:19])=[O:18])[CH:9]=[CH:8]2.P(Cl)(Cl)(Cl)(Cl)[Cl:33].CCOCC>O1CCCC1>[N:1]#[N:2].[ClH:33].[ClH:33].[CH3:3][O:4][C:5]1[CH:6]=[C:7]2[C:12](=[CH:13][C:14]=1[O:15][CH3:16])[CH:11]=[C:10]([S:17]([NH:20][C@H:21]([C:29]([Cl:33])=[O:31])[CH2:22][CH2:23][CH2:24][NH:25][C:26](=[NH:28])[NH2:27])(=[O:19])=[O:18])[CH:9]=[CH:8]2 |f:0.1,5.6.7.8|. Reported procedure: To a suspension of 1.00 g (0.00236 mole) of N2 -(6,7-dimethoxy-2-naphthalenesulfonyl)-L-arginine in 20 ml of tetrahydrofuran was added little by little 0.98 g (0.0047 mole) of phosphorus pentachloride while cooling with ice water. The mixture was stirred for 1 hour at 0°-5° C, and then, for 2 hours at room temperature. To this reaction mixture was added 100 ml of dry ether, and the supernatant was removed by decantation. The residual oily product was washed with 50 ml of dry ether to give powder... The reactants are C(C)(C)(C)OC1=CC=C(C=C1)C[C@@H](C(=O)N(CC=1C=CC=C2C=CC=NC12)[C@H](C(OCC)OCC)C)NC(OCC1C2=CC=CC=C2C=2C=CC=CC12)=O ((9H-fluoren-9-yl)methyl (S)-3-(4-tert-butoxyphenyl)-1-(((S)-1,1-diethoxypropan-2-yl)(quinolin-8-ylmethyl)amino)-1-oxopropan-2-ylcarbamate), N1CCCCC1 (piperidine). The product is N[C@H](C(=O)N(CC=1C=CC=C2C=CC=NC12)[C@H](C(OCC)OCC)C)CC1=CC=C(C=C1)OC(C)(C)C ((S)-2-amino-3-(4-tert-butoxyphenyl)-N—((S)-1,1-diethoxypropan-2-yl)-N-(quinolin-8-ylmethyl)propanamide). Yield: 76.8%. As a reaction SMILES: [C:1]([O:5][C:6]1[CH:11]=[CH:10][C:9]([CH2:12][C@H:13]([NH:37]C(=O)OCC2C3C=CC=CC=3C3C2=CC=CC=3)[C:14]([N:16]([C@@H:28]([CH3:36])[CH:29]([O:33][CH2:34][CH3:35])[O:30][CH2:31][CH3:32])[CH2:17][C:18]2[CH:19]=[CH:20][CH:21]=[C:22]3[C:27]=2[N:26]=[CH:25][CH:24]=[CH:23]3)=[O:15])=[CH:8][CH:7]=1)([CH3:4])([CH3:3])[CH3:2].N1CCCCC1>>[NH2:37][C@@H:13]([CH2:12][C:9]1[CH:10]=[CH:11][C:6]([O:5][C:1]([CH3:4])([CH3:3])[CH3:2])=[CH:7][CH:8]=1)[C:14]([N:16]([C@@H:28]([CH3:36])[CH:29]([O:30][CH2:31][CH3:32])[O:33][CH2:34][CH3:35])[CH2:17][C:18]1[CH:19]=[CH:20][CH:21]=[C:22]2[C:27]=1[N:26]=[CH:25][CH:24]=[CH:23]2)=[O:15]. Procedure details: According to the procedure described in the synthesis method of Compound IV-1, (9H-fluoren-9-yl)methyl (S)-3-(4-tert-butoxyphenyl)-1-(((S)-1,1-diethoxypropan-2-yl)(quinolin-8-ylmethyl)amino)-1-oxopropan-2-ylcarbamate (Compound III-3) 2.41 g (3.31 mmol) was treated with piperidine and purified on silica gel column chromatography (n-hexane:ethyl acetate=9:1, chloroform:methanol=100:0 and 8:2) to obtain the title compound 1.29 g (77%).